This data is from the Open Reaction Database (ORD), a public repository of structured organic reaction records. The task is: describe an organic reaction: reactants, conditions, products, and yield Starting materials: [K+], C1COCCO1, [OH-], O, COC(=O)C(O)C(OCCNC(=O)OCc1ccccc1)(c1ccccc1)c1ccccc1. Product: O=C(NCCOC(c1ccccc1)(c1ccccc1)C(O)C(=O)O)OCc1ccccc1. RXN SMILES: [K+:35].[O:37]1[CH2:38][CH2:39][O:40][CH2:41][CH2:42]1.[OH-:34].[OH2:36].[OH:1][CH:2]([C:3](=[O:4])[O:5][CH3:6])[C:7]([c:8]1[cH:9][cH:10][cH:11][cH:12][cH:13]1)([c:14]1[cH:15][cH:16][cH:17][cH:18][cH:19]1)[O:20][CH2:21][CH2:22][NH:23][C:24](=[O:25])[O:26][CH2:27][c:28]1[cH:29][cH:30][cH:31][cH:32][cH:33]1>>[OH:1][CH:2]([C:3](=[O:4])[OH:5])[C:7]([c:8]1[cH:9][cH:10][cH:11][cH:12][cH:13]1)([c:14]1[cH:15][cH:16][cH:17][cH:18][cH:19]1)[O:20][CH2:21][CH2:22][NH:23][C:24](=[O:25])[O:26][CH2:27][c:28]1[cH:29][cH:30][cH:31][cH:32][cH:33]1. Starting materials: C=1C=CC(=CC1)P(C=2C=CC=CC2)C3=CC=C4C=CC=CC4=C3C5=C6C=CC=CC6=CC=C5P(C=7C=CC=CC7)C=8C=CC=CC8 (BINAP), ClC1=NC=C(C(=C1)NC1=C(C(=O)NOC)C=CC=C1)Cl (2-[(2,5-dichloro-4-pyridinyl)amino]-N-(methyloxy)benzamide), CC=1C=NN(C1N)C(C)C (4-methyl-1-(1-methylethyl)-1H-pyrazol-5-amine), C([O-])([O-])=O.[Cs+].[Cs+] (cesium carbonate). The reagents and catalysts are C(C)(=O)[O-].[Pd+2].C(C)(=O)[O-] (palladium (II) acetate). Run in CN(C)C=O (DMF). Conditions: time 40 minute. Product: ClC=1C(=CC(=NC1)NC1=C(C=NN1C(C)C)C)NC1=C(C(=O)NOC)C=CC=C1 (2-[(5-Chloro-2-{[4-methyl-1-(1-methylethyl)-1H-pyrazol-5-yl]amino}-4-pyridinyl)amino]-N-(methyloxy)benzamide). As a reaction SMILES: Cl[C:2]1[CH:7]=[C:6]([NH:8][C:9]2[CH:19]=[CH:18][CH:17]=[CH:16][C:10]=2[C:11]([NH:13][O:14][CH3:15])=[O:12])[C:5]([Cl:20])=[CH:4][N:3]=1.[CH3:21][C:22]1[CH:23]=[N:24][N:25]([CH:28]([CH3:30])[CH3:29])[C:26]=1[NH2:27].C(=O)([O-])[O-].[Cs+].[Cs+].C1C=CC(P(C2C(C3C(P(C4C=CC=CC=4)C4C=CC=CC=4)=CC=C4C=3C=CC=C4)=C3C(C=CC=C3)=CC=2)C2C=CC=CC=2)=CC=1>C([O-])(=O)C.[Pd+2].C([O-])(=O)C.CN(C=O)C>[Cl:20][C:5]1[C:6]([NH:8][C:9]2[CH:19]=[CH:18][CH:17]=[CH:16][C:10]=2[C:11]([NH:13][O:14][CH3:15])=[O:12])=[CH:7][C:2]([NH:27][C:26]2[N:25]([CH:28]([CH3:30])[CH3:29])[N:24]=[CH:23][C:22]=2[CH3:21])=[N:3][CH:4]=1 |f:2.3.4,6.7.8|. Reported procedure: A microwave tube was charged with 2-[(2,5-dichloro-4-pyridinyl)amino]-N-(methyloxy)benzamide (100 mg, 0.32 mmol), 4-methyl-1-(1-methylethyl)-1H-pyrazol-5-amine (93.6 mg, 0.67 mmol), cesium carbonate (312.8 mg, 0.96 mmol) and DMF (5 mL). The reaction mixture was degassed under nitrogen for 10 min and palladium (II) acetate (3.6 mg, 0.016 mmol) and BINAP (19.9 mg, 0.032 mmol) were added. The reaction mixture was heated in an oil bath for 6 hours and then in a microwave at 150° C. for 40 min. The s...